This data is from the Open Reaction Database (ORD), a public repository of structured organic reaction records. The task is: describe an organic reaction: reactants, conditions, products, and yield The reactants are BrC1=CC(=C(C=C1)OC)F (4-Bromo-2-fluoroanisole), C1(=CC=CC=C1)C (toluene). Reagents/catalysts: [Pd].C1(=CC=CC=C1)P(C1=CC=CC=C1)C1=CC=CC=C1.C1(=CC=CC=C1)P(C1=CC=CC=C1)C1=CC=CC=C1.C1(=CC=CC=C1)P(C1=CC=CC=C1)C1=CC=CC=C1.C1(=CC=CC=C1)P(C1=CC=CC=C1)C1=CC=CC=C1 (tetrakis-(triphenylphosphin)-palladium). Conditions: time 0.5 hour. Yields the product C(C=C)C1=CC(=C(C=C1)OC)F (4-allyl-2-fluoro-1-methoxy-benzene). Isolated yield 52.0%. As a reaction SMILES: Br[C:2]1[CH:7]=[CH:6][C:5]([O:8][CH3:9])=[C:4]([F:10])[CH:3]=1.[C:11]1(C)[CH:16]=CC=C[CH:12]=1>[Pd].C1(P(C2C=CC=CC=2)C2C=CC=CC=2)C=CC=CC=1.C1(P(C2C=CC=CC=2)C2C=CC=CC=2)C=CC=CC=1.C1(P(C2C=CC=CC=2)C2C=CC=CC=2)C=CC=CC=1.C1(P(C2C=CC=CC=2)C2C=CC=CC=2)C=CC=CC=1>[CH2:16]([C:2]1[CH:7]=[CH:6][C:5]([O:8][CH3:9])=[C:4]([F:10])[CH:3]=1)[CH:11]=[CH2:12] |f:2.3.4.5.6|. Procedure details: 4-Bromo-2-fluoroanisole (3 g, 14.6 mmol) was dissolved in toluene (100 ml) and treated successively with tetrakis-(triphenylphosphin)-palladium (0.84 g, 0.73 mmol) and allytributylstannane (5.8 ml, 19 mmol). Reaction mixture was refluxed for 23 hours. After evaporation of the solvent, the residue was dissolved in ether (150 ml) and stirred in the presence of sat. KF (20 ml) at room temperature for 0.5 hour. Solid was filtered and H2O (100 ml) was added to the filtrate. The aqueous phase was extr... Reactants: CCO, Cl, CS(=O)(=O)c1ccc(F)cc1[N+](=O)[O-], [Fe], O. The product is CS(=O)(=O)c1ccc(F)cc1N. RXN SMILES: [CH3:17][CH2:18][OH:19].[ClH:2].[F:3][c:4]1[cH:5][c:6]([N+:14]([O-:15])=[O:16])[c:7]([S:10](=[O:11])(=[O:12])[CH3:13])[cH:8][cH:9]1.[Fe:20].[OH2:1]>>[F:3][c:4]1[cH:5][c:6]([NH2:14])[c:7]([S:10](=[O:11])(=[O:12])[CH3:13])[cH:8][cH:9]1. Yields the product CC(C)n1ncnc1-c1nc2c(s1)CCOc1ccc(-c3c[nH]c(=O)[nH]c3=O)cc1-2. Reaction SMILES: [Br:1][c:2]1[cH:3][cH:4][c:5]2[c:6]([cH:23]1)-[c:7]1[n:8][c:9](-[c:15]3[n:16]([CH:20]([CH3:21])[CH3:22])[n:17][cH:18][n:19]3)[s:10][c:11]1[CH2:12][CH2:13][O:14]2.[CH3:25][C:26](=[O:27])[O-:28].[CH3:40][N:41]([CH3:42])[CH:43]=[O:44].[K+:24].[O:29]=[c:30]1[nH:31][cH:32][c:33]([B:37]([OH:38])[OH:39])[c:34](=[O:36])[nH:35]1.[OH2:45].[cH:46]1[cH:47][cH:48][c:49]([P:50]([Pd:51]([P:52]([c:53]2[cH:54][cH:55][cH:56][cH:57][cH:58]2)([c:59]2[cH:60][cH:61][cH:62][cH:63][cH:64]2)[c:65]2[cH:66][cH:67][cH:68][cH:69][cH:70]2)([P:71]([c:72]2[cH:73][cH:74][cH:75][cH:76][cH:77]2)([c:78]2[cH:79][cH:80][cH:81][cH:82][cH:83]2)[c:84]2[cH:85][cH:86][cH:87][cH:88][cH:89]2)[P:90]([c:91]2[cH:92][cH:93][cH:94][cH:95][cH:96]2)([c:97]2[cH:98][cH:99][cH:100][cH:101][cH:102]2)[c:103]2[cH:104][cH:105][cH:106][cH:107][cH:108]2)([c:109]2[cH:110][cH:111][cH:112][cH:113][cH:114]2)[c:115]2[cH:116][cH:117][cH:118][cH:119][cH:120]2)[cH:121][cH:122]1>>[c:2]1(-[c:33]2[cH:32][nH:31][c:30](=[O:29])[nH:35][c:34]2=[O:36])[cH:3][cH:4][c:5]2[c:6]([cH:23]1)-[c:7]1[n:8][c:9](-[c:15]3[n:16]([CH:20]([CH3:21])[CH3:22])[n:17][cH:18][n:19]3)[s:10][c:11]1[CH2:12][CH2:13][O:14]2. Reactants: CC(C)n1ncnc1-c1nc2c(s1)CCOc1ccc(Br)cc1-2, CC(=O)[O-], CN(C)C=O, [K+], O=c1[nH]cc(B(O)O)c(=O)[nH]1, O, c1ccc(P(c2ccccc2)(c2ccccc2)[Pd](P(c2ccccc2)(c2ccccc2)c2ccccc2)(P(c2ccccc2)(c2ccccc2)c2ccccc2)P(c2ccccc2)(c2ccccc2)c2ccccc2)cc1. Starting materials: OC1=CC2=C(NC(O2)=O)C(=C1)C (6-hydroxy-4-methyl-3H-benzoxazol-2-one), O (water), C([O-])([O-])=O.[K+].[K+] (potassium carbonate), ClC1=NC=NC(=C1)Cl (4,6-dichloropyrimidine). Solvent: CN(C)C=O (DMF). Run at time 15 minute. The product is ClC1=CC(=NC=N1)OC1=CC2=C(NC(O2)=O)C(=C1)C (6-(6-chloro-pyrimidin-4-yloxy)-4-methyl-3H-benzoxazol-2-one). Reaction SMILES: [OH:1][C:2]1[CH:11]=[C:10]([CH3:12])[C:5]2[NH:6][C:7](=[O:9])[O:8][C:4]=2[CH:3]=1.C(=O)([O-])[O-].[K+].[K+].[Cl:19][C:20]1[CH:25]=[C:24](Cl)[N:23]=[CH:22][N:21]=1.O>CN(C=O)C>[Cl:19][C:20]1[N:21]=[CH:22][N:23]=[C:24]([O:1][C:2]2[CH:11]=[C:10]([CH3:12])[C:5]3[NH:6][C:7](=[O:9])[O:8][C:4]=3[CH:3]=2)[CH:25]=1 |f:1.2.3|. Reported procedure: 0.10 g (0.60 mmol) 6-hydroxy-4-methyl-3H-benzoxazol-2-one in 1.5 mL DMF were combined with 0.10 g (0.70 mmol) potassium carbonate and stirred for 15 min at RT. Then 0.10 g (0.60 mmol) 4,6-dichloropyrimidine were added to the reaction mixture and stirred overnight at RT. Then water was added and the precipitate formed was suction filtered, washed and dried i. vac.